From a dataset of the Open Reaction Database (ORD), a public repository of structured organic reaction records. describe an organic reaction: reactants, conditions, products, and yield The reactants are O=C(Cl)c1ccc(Br)cc1, CCC(CN1CCCC1)NC, ClCCl. The product is CCC(CN1CCCC1)N(C)C(=O)c1ccc(Br)cc1. Reaction SMILES: [Br:12][c:13]1[cH:14][cH:15][c:16]([C:17](=[O:18])[Cl:19])[cH:20][cH:21]1.[CH3:1][NH:2][CH:3]([CH2:4][N:5]1[CH2:6][CH2:7][CH2:8][CH2:9]1)[CH2:10][CH3:11].[Cl:22][CH2:23][Cl:24]>>[CH3:1][N:2]([CH:3]([CH2:4][N:5]1[CH2:6][CH2:7][CH2:8][CH2:9]1)[CH2:10][CH3:11])[C:17]([c:16]1[cH:15][cH:14][c:13]([Br:12])[cH:21][cH:20]1)=[O:18]. The reactants are CC(=O)OI1(C=2C=CC=CC2C(=O)O1)(OC(=O)C)OC(=O)C (Dess-Martin periodinane), ClC1=CC=C(C=C1)C(CO)(CC)N1N=CC2=C(C=CC=C12)NC(OC(C)(C)C)=O (tert-butyl 1-[2-(4-chlorophenyl)-1-hydroxybutan-2-yl]-1H-indazol-4-ylcarbamate). Solvent: C(Cl)Cl (DCM), C(Cl)Cl (DCM). Run at time 2 hour. Product: ClC1=CC=C(C=C1)C(C=O)(CC)N1N=CC2=C(C=CC=C12)NC(OC(C)(C)C)=O (tert-butyl 1-[2-(4-chlorophenyl)-1-oxobutan-2-yl]-1H-indazol-4-ylcarbamate). Reaction SMILES: CC(OI1(OC(C)=O)(OC(C)=O)OC(=O)C2C=CC=CC1=2)=O.[Cl:23][C:24]1[CH:29]=[CH:28][C:27]([C:30]([N:35]2[C:43]3[C:38](=[C:39]([NH:44][C:45](=[O:51])[O:46][C:47]([CH3:50])([CH3:49])[CH3:48])[CH:40]=[CH:41][CH:42]=3)[CH:37]=[N:36]2)([CH2:33][CH3:34])[CH2:31][OH:32])=[CH:26][CH:25]=1>C(Cl)Cl>[Cl:23][C:24]1[CH:29]=[CH:28][C:27]([C:30]([N:35]2[C:43]3[C:38](=[C:39]([NH:44][C:45](=[O:51])[O:46][C:47]([CH3:50])([CH3:49])[CH3:48])[CH:40]=[CH:41][CH:42]=3)[CH:37]=[N:36]2)([CH2:33][CH3:34])[CH:31]=[O:32])=[CH:26][CH:25]=1. Procedure: To a solution of Dess-Martin periodinane (8.12 g, 19.15 mmol) in DCM (90 mL) at 0° C. was added a solution of tert-butyl 1-[2-(4-chlorophenyl)-1-hydroxybutan-2-yl]-1H-indazol-4-ylcarbamate (3.18 g, 7.67 mmol) in DCM (20 mL). The mixture was allowed to stir at rt for 2 hours. Then it was filtered and the filtrate was concentrated in vacuo to afford the crude product. The product was purified via column chromatography (0-10% EtOAc/hexanes) to provide the desired product. Starting materials: OC1=CC=C(C=C1)CC(=O)O (4-Hydroxybenzeneacetic acid), Cl (hydrochloric acid), C=O (formaldehyde), solution, C=O (formalin). Yields the product ClCC=1C=C(C=CC1O)CC(=O)O (3-Chloromethyl-4-hydroxybenzeneacetic acid). Reaction SMILES: [OH:1][C:2]1[CH:7]=[CH:6][C:5]([CH2:8][C:9]([OH:11])=[O:10])=[CH:4][CH:3]=1.[ClH:12].[CH2:13]=O>>[Cl:12][CH2:13][C:7]1[CH:6]=[C:5]([CH2:8][C:9]([OH:11])=[O:10])[CH:4]=[CH:3][C:2]=1[OH:1]. Procedure details: 4-Hydroxybenzeneacetic acid, 0.5 mole, is added to concentrated hydrochloric acid, 50 ml, then 0.5 mole of formaldehyde in the form of a 34-38% solution of formalin is added. Hydrogen chloride is bubbled through the reaction mixture for 60 minutes while maintaining the temperature of the reaction mixture at 35° to 45° C. The reaction mixture is poured into water and the title compound is extracted from the solution with ethyl acetate. The ethyl acetate is dried over magnesium sulfate, filtered a...